Dataset: the Open Reaction Database (ORD), a public repository of structured organic reaction records. Task: describe an organic reaction: reactants, conditions, products, and yield Reactants: ClC1=C(C=C(C=C1C(=C)C)C#N)NC1=NN2C(C(=N1)N(CC1=CC=C(C=C1)OC)C1CC1)=NC=C2C#N (2-((2-chloro-5-cyano-3-(prop-1-en-2-yl)phenyl)amino)-4-(cyclopropyl(4-methoxybenzyl)amino)imidazo[2,1-f][1,2,4]triazine-7-carbonitrile), C1(=CC=CC=C1)OC (anisole), C(=O)(C(F)(F)F)O (TFA). Solvent: C(Cl)Cl (DCM). Run at time 8 hour. Product: ClC1=C(C=C(C=C1C(=C)C)C#N)NC1=NN2C(C(=N1)NC1CC1)=NC=C2C#N (2-((2-chloro-5-cyano-3-(prop-1-en-2-yl)phenyl)amino)-4-(cyclopropylamino)imidazo[2,1-f][1,2,4]triazine-7-carbonitrile). Yield: 64.0%. RXN SMILES: [Cl:1][C:2]1[C:7]([C:8]([CH3:10])=[CH2:9])=[CH:6][C:5]([C:11]#[N:12])=[CH:4][C:3]=1[NH:13][C:14]1[N:19]=[C:18]([N:20]([CH:30]2[CH2:32][CH2:31]2)CC2C=CC(OC)=CC=2)[C:17]2=[N:33][CH:34]=[C:35]([C:36]#[N:37])[N:16]2[N:15]=1.C1(OC)C=CC=CC=1.C(O)(C(F)(F)F)=O>C(Cl)Cl>[Cl:1][C:2]1[C:7]([C:8]([CH3:10])=[CH2:9])=[CH:6][C:5]([C:11]#[N:12])=[CH:4][C:3]=1[NH:13][C:14]1[N:19]=[C:18]([NH:20][CH:30]2[CH2:32][CH2:31]2)[C:17]2=[N:33][CH:34]=[C:35]([C:36]#[N:37])[N:16]2[N:15]=1. Reported procedure: A solution of 2-((2-chloro-5-cyano-3-(prop-1-en-2-yl)phenyl)amino)-4-(cyclopropyl(4-methoxybenzyl)amino)imidazo[2,1-f][1,2,4]triazine-7-carbonitrile (748 mg, 1.46 mmol) and anisole (4.00 mL, 36.6 mmol) in DCM (23 mL) and TFA (23 mL, 290 mmol) was left stirring at room temperature overnight. The solvents were removed and the yellow solid was suspended in DCM. This was washed with saturated aq. NaHCO3 solution and dried with sodium sulfate. The solvent was removed and the residue was suspended in ... Starting materials: C([O-])([O-])=O.[K+].[K+] (Potassium carbonate), IC (iodomethane), OC1=CC=C(C=C1)CCNC(C)=O (N-(4-hydroxyphenylethyl)acetamide). Solvent: C(C)O (ethanol), C(C)(=O)OCC (ethyl acetate). Product: COC1=CC=C(C=C1)CCNC(C)=O (N-(4-methoxyphenylethyl)acetamide). The yield is 61.0%. Reaction SMILES: [C:1](=O)([O-])[O-].[K+].[K+].IC.[OH:9][C:10]1[CH:15]=[CH:14][C:13]([CH2:16][CH2:17][NH:18][C:19](=[O:21])[CH3:20])=[CH:12][CH:11]=1>C(O)C.C(OCC)(=O)C>[CH3:1][O:9][C:10]1[CH:11]=[CH:12][C:13]([CH2:16][CH2:17][NH:18][C:19](=[O:21])[CH3:20])=[CH:14][CH:15]=1 |f:0.1.2|. Reported procedure: Potassium carbonate (3.5 g, 25.5 mol) and iodomethane(2.0 ml, 31.9 mmol) was added to a solution of N-(4-hydroxyphenylethyl)acetamide (4.4 g, 24.6 mmol) in ethanol(2.4 ml), which was then refluxed for 12 hours. The resulting solid was filtered and washed with ethanol. The filtrate was concentrated to give oily residue, which was diluted with ethyl acetate and washed with water. The separated organic layer was concentrated and the resulting solid was suspended in ethylether, filtered, and dried t... Product: O=[N+]([O-])c1c(Nc2cccnc2)nc(Cl)nc1N1CCOCC1. The reactants are C1CCOC1, C[Si](C)(C)[N-][Si](C)(C)C, O=[N+]([O-])c1c(Cl)nc(Cl)nc1N1CCOCC1, [Li+], Nc1cccnc1. RXN SMILES: [CH2:35]1[O:36][CH2:37][CH2:38][CH2:39]1.[CH3:26][Si:27]([N-:28][Si:29]([CH3:30])([CH3:31])[CH3:32])([CH3:33])[CH3:34].[Cl:1][c:2]1[n:3][c:4]([Cl:17])[c:5]([N+:14](=[O:15])[O-:16])[c:6]([N:8]2[CH2:9][CH2:10][O:11][CH2:12][CH2:13]2)[n:7]1.[Li+:25].[NH2:18][c:19]1[cH:20][n:21][cH:22][cH:23][cH:24]1>>[Cl:1][c:2]1[n:3][c:4]([NH:18][c:19]2[cH:20][n:21][cH:22][cH:23][cH:24]2)[c:5]([N+:14](=[O:15])[O-:16])[c:6]([N:8]2[CH2:9][CH2:10][O:11][CH2:12][CH2:13]2)[n:7]1. The reactants are NC1=CC=C(C=N1)[C@@H](O)CNC(CC1=CNC2=CC=CC=C12)(C)C ((R)-6-Amino-α-[[(1,1-dimethyl-2-(1H-indol-3-yl)ethyl)amino]methyl]-3-pyridinemethanol), C(C)(=O)OC(C)=O (acetic anhydride). The solvent is N1=CC=CC=C1 (pyridine). Conditions: time 8 hour. Product: NC1=CC=C(C=[N+]1[O-])[C@@H](O)CNC(CC1=CNC2=CC=CC=C12)(C)C ((R)-6-Amino-α-[[(1,1-dimethyl-2-(1H-indol-3-yl)ethyl)amino]methyl]-3-pyridinemethanol-1-oxide). As a reaction SMILES: [NH2:1][C:2]1[N:7]=[CH:6][C:5]([C@H:8]([CH2:10][NH:11][C:12]([CH3:24])([CH3:23])[CH2:13][C:14]2[C:22]3[C:17](=[CH:18][CH:19]=[CH:20][CH:21]=3)[NH:16][CH:15]=2)[OH:9])=[CH:4][CH:3]=1.C(OC(=O)C)(=[O:27])C>N1C=CC=CC=1>[NH2:1][C:2]1[N+:7]([O-:27])=[CH:6][C:5]([C@H:8]([CH2:10][NH:11][C:12]([CH3:24])([CH3:23])[CH2:13][C:14]2[C:22]3[C:17](=[CH:18][CH:19]=[CH:20][CH:21]=3)[NH:16][CH:15]=2)[OH:9])=[CH:4][CH:3]=1. Procedure: To a solution of 1.5 g of (R)-6-Amino-α-[[(1,1-dimethyl-2-(1H-indol-3-yl)ethyl)amino]methyl]-3-pyridinemethanol in 20 ml of pyridine under nitrogen, acetic anhydride (10 ml) is added and the reaction mixture stirred at ambient temperature overnight. The mixture is then concentrated under reduced pressure. The crude acetylated product is treated with 0.9 g of m-chloroperbenzoic acid in 20 ml of CH2Cl2 for 4 hours at room temperature. The reaction mixture is concentrated once again and redissolved... The reactants are CCOC(=O)CBr, CC(C)(C)OC(=O)N1CCC(Oc2ccc(O)cc2)C1, [H-], [Na+], C1CCOC1, O. Yields the product CCOC(=O)COc1ccc(OC2CCN(C(=O)OC(C)(C)C)C2)cc1. RXN SMILES: [Br:21][CH2:22][C:23](=[O:24])[O:25][CH2:26][CH3:27].[C:1]([CH3:2])([CH3:3])([CH3:4])[O:5][C:6](=[O:7])[N:8]1[CH2:9][CH:10]([O:13][c:14]2[cH:15][cH:16][c:17]([OH:20])[cH:18][cH:19]2)[CH2:11][CH2:12]1.[H-:28].[Na+:29].[O:31]1[CH2:32][CH2:33][CH2:34][CH2:35]1.[OH2:30]>>[C:1]([CH3:2])([CH3:3])([CH3:4])[O:5][C:6](=[O:7])[N:8]1[CH2:9][CH:10]([O:13][c:14]2[cH:15][cH:16][c:17]([O:20][CH2:22][C:23](=[O:24])[O:25][CH2:26][CH3:27])[cH:18][cH:19]2)[CH2:11][CH2:12]1. Starting materials: P(OCC)(OCC)[O-] (diethyl phosphite), S1C(=CC=C1)S(=O)(=O)N (2-Thiophenesulfonamide), C1(=CC=CC=C1)CC=O (phenylacetaldehyde). Solvent: C(C)(=O)Cl (acetyl chloride). Conditions: temperature 0 celsius. The product is C(C)OP(OCC)(=O)C(CC1=CC=CC=C1)NS(=O)(=O)C=1SC=CC1 ([2-Phenyl-1-(thiophene-2-sulfonylamino)-ethyl]-phosphonic acid diethyl ester). Yield: 349.4%. As a reaction SMILES: [S:1]1[CH:5]=[CH:4][CH:3]=[C:2]1[S:6]([NH2:9])(=[O:8])=[O:7].[P:10]([O-:17])([O:14][CH2:15][CH3:16])[O:11][CH2:12][CH3:13].[C:18]1([CH2:24][CH:25]=O)[CH:23]=[CH:22][CH:21]=[CH:20][CH:19]=1>C(Cl)(=O)C>[CH2:12]([O:11][P:10]([CH:25]([NH:9][S:6]([C:2]1[S:1][CH:5]=[CH:4][CH:3]=1)(=[O:8])=[O:7])[CH2:24][C:18]1[CH:23]=[CH:22][CH:21]=[CH:20][CH:19]=1)(=[O:17])[O:14][CH2:15][CH3:16])[CH3:13]. Reported procedure: To a suspension of sulfonamide (vi) (500 mg; 0.31 mmol) in acetyl chloride (5 mL) was slowly added diethyl phosphite (400 μL; 0.31 mmol). The reaction was cooled to 0° C. and then phenylacetaldehyde (450 μL; 0.39 mmol) was added dropwise. The reaction was gradually warmed to ambient temperature and after 6 hrs the homogeneous solution was concentrated. The residue was diluted with dichloromethane (25 mL) then washed successively with water (10 mL), saturated sodium bicarbonate (10 mL) and brine ... Reactants: COC=1C=C(CCl)C=CC1OC (3,4-dimethoxybenzyl chloride), COC(=O)C1CC2=C(CN1C(C(C1=CC=CC=C1)C1=CC=CC=C1)=O)N(CN2)CC(C2=CC=CC=C2)=O (methyl-5-diphenylacetyl-3-(2-oxo-2-phenylethyl)-4,5,6,7-tetrahydro-1H-imidazo[4,5-c]pyridine-6-carboxylate), C(C)#N (acetonitrile). Run in CCOCC (ether). Product: COC(=O)C1CC2=C(CN1C(C(C1=CC=CC=C1)C1=CC=CC=C1)=O)N=CN2CC2=CC(=C(C=C2)OC)OC (Methyl-1-(3,4-dimethoxyphenyl)methyl-5-diphenylacetyl-4,5,6,7-tetrahydro-1H-imidazo[4,5-c]pyridine-6-carboxylate). As a reaction SMILES: [CH3:1][O:2][C:3]1[CH:4]=[C:5]([CH:8]=[CH:9][C:10]=1[O:11][CH3:12])[CH2:6]Cl.[CH3:13][O:14][C:15]([CH:17]1[N:22]([C:23](=[O:37])[CH:24]([C:31]2[CH:36]=[CH:35][CH:34]=[CH:33][CH:32]=2)[C:25]2[CH:30]=[CH:29][CH:28]=[CH:27][CH:26]=2)[CH2:21][C:20]2[N:38](CC(=O)C3C=CC=CC=3)[CH2:39][NH:40][C:19]=2[CH2:18]1)=[O:16].C(#N)C>CCOCC>[CH3:13][O:14][C:15]([CH:17]1[N:22]([C:23](=[O:37])[CH:24]([C:25]2[CH:30]=[CH:29][CH:28]=[CH:27][CH:26]=2)[C:31]2[CH:36]=[CH:35][CH:34]=[CH:33][CH:32]=2)[CH2:21][C:20]2[N:38]=[CH:39][N:40]([CH2:6][C:5]3[CH:8]=[CH:9][C:10]([O:11][CH3:12])=[C:3]([O:2][CH3:1])[CH:4]=3)[C:19]=2[CH2:18]1)=[O:16]. Procedure: A solution of 1.5 g 3,4-dimethoxybenzyl chloride, 2.5 g methyl-5-diphenylacetyl-3-(2-oxo-2-phenylethyl)-4,5,6,7-tetrahydro-1H-imidazo[4,5-c]pyridine-6-carboxylate and 30 mL acetonitrile is heated at reflux 16 hr. The cooled solution is added dropwise to 400 mL vigorously stirred ether and the resulting precipitate is collected by filtration. This precipitate is dissolved in 40 mL methanol and treated with 8 g zinc dust and 40 mL acetic acid. The resulting suspension is sonicated 2 hr then the so...